This data is from the Open Reaction Database (ORD), a public repository of structured organic reaction records. The task is: describe an organic reaction: reactants, conditions, products, and yield Reactants: CS(=O)(=N)C1=CC=C(CN2C(C3=CC=CC=C3C2=O)=O)C=C1 (2-(4-(S-Methylsulfonimidoyl)benzyl)isoindoline-1,3-dione), C=O (paraformaldehyde). The solvent is C(C)(=O)O (acetic acid). Conditions: temperature 100 celsius. The product is CN=S(=O)(C)C1=CC=C(CN2C(C3=CC=CC=C3C2=O)=O)C=C1 (2-(4-(N,S-Dimethylsulfonimidoyl)benzyl)isoindoline-1,3-dione). Reaction SMILES: [CH3:1][S:2]([C:5]1[CH:22]=[CH:21][C:8]([CH2:9][N:10]2[C:18](=[O:19])[C:17]3[C:12](=[CH:13][CH:14]=[CH:15][CH:16]=3)[C:11]2=[O:20])=[CH:7][CH:6]=1)(=[NH:4])=[O:3].[CH2:23]=O>C(O)(=O)C>[CH3:23][N:4]=[S:2]([C:5]1[CH:6]=[CH:7][C:8]([CH2:9][N:10]2[C:18](=[O:19])[C:17]3[C:12](=[CH:13][CH:14]=[CH:15][CH:16]=3)[C:11]2=[O:20])=[CH:21][CH:22]=1)([CH3:1])=[O:3]. Reported procedure: A mixture of 2-(4-(S-methylsulfonimidoyl)benzyl)isoindoline-1,3-dione (preparation 17b, 200 mg, 63.6 mmol) and paraformaldehyde (115 mg, 1.27 mmol) in acetic acid (2 mL) is heated in a microwave at 100° C. for 4 h. The mixture is concentrated under reduced pressure, and the residue is purified by flash chromatography on silica (gradient dichloromethane to dichloromethane/methanol 95:5). Yield: 189 mg (90% of theory); ESI mass spectrum: [M+H]+=329; r.t. HPLC: 0.45 min (X011_S03). The reactants are C=C(CN(C)C)c1ccc(NC(=O)NC)cc1, ClCCl, O=C(Cl)Oc1ccccc1. Product: C=C(CCl)c1ccc(NC(=O)NC)cc1. Reaction SMILES: [CH3:1][N:2]([CH3:3])[CH2:4][C:5](=[CH2:6])[c:7]1[cH:8][cH:9][c:10]([NH:13][C:14]([NH:15][CH3:16])=[O:17])[cH:11][cH:12]1.[Cl:28][CH2:29][Cl:30].[c:18]1([O:19][C:20](=[O:21])[Cl:27])[cH:22][cH:23][cH:24][cH:25][cH:26]1>>[CH2:4]([C:5](=[CH2:6])[c:7]1[cH:8][cH:9][c:10]([NH:13][C:14]([NH:15][CH3:16])=[O:17])[cH:11][cH:12]1)[Cl:27]. Reactants: CCOC(=O)CBr, O=C([O-])[O-], CCOC(C)=O, CC#N, [K+], [K+], O, Oc1cccc(CC2CCCCC2c2nc(-c3ccccc3)c(-c3ccccc3)o2)c1. Product: CCOC(=O)COc1cccc(CC2CCCCC2c2nc(-c3ccccc3)c(-c3ccccc3)o2)c1. RXN SMILES: [Br:32][CH2:33][C:34](=[O:35])[O:36][CH2:37][CH3:38].[C:39](=[O:40])([O-:41])[O-:42].[CH3:45][CH2:46][O:47][C:48](=[O:49])[CH3:50].[CH3:51][C:52]#[N:53].[K+:43].[K+:44].[OH2:54].[OH:1][c:2]1[cH:3][c:4]([CH2:8][CH:9]2[CH:10]([c:15]3[o:16][c:17](-[c:26]4[cH:27][cH:28][cH:29][cH:30][cH:31]4)[c:18](-[c:20]4[cH:21][cH:22][cH:23][cH:24][cH:25]4)[n:19]3)[CH2:11][CH2:12][CH2:13][CH2:14]2)[cH:5][cH:6][cH:7]1>>[O:1]([c:2]1[cH:3][c:4]([CH2:8][CH:9]2[CH:10]([c:15]3[o:16][c:17](-[c:26]4[cH:27][cH:28][cH:29][cH:30][cH:31]4)[c:18](-[c:20]4[cH:21][cH:22][cH:23][cH:24][cH:25]4)[n:19]3)[CH2:11][CH2:12][CH2:13][CH2:14]2)[cH:5][cH:6][cH:7]1)[CH2:33][C:34](=[O:35])[O:36][CH2:37][CH3:38]. The reactants are FC1=C(C=CC=C1)C=1OC=2C(=NC=CC2)N1 (2-(2-Fluorophenyl)oxazolo[4,5-b]pyridine), OO (hydrogen peroxide). Solvent: C(C)(=O)O (acetic acid), ice water. The product is FC1=C(C=CC=C1)C=1OC=2C(=[N+](C=CC2)[O-])N1 (2-(2-fluorophenyl)oxazolo[4,5-b]pyridine-4-oxide). Reaction SMILES: [F:1][C:2]1[CH:7]=[CH:6][CH:5]=[CH:4][C:3]=1[C:8]1[O:9][C:10]2[C:11]([N:16]=1)=[N:12][CH:13]=[CH:14][CH:15]=2.[OH:17]O>C(O)(=O)C>[F:1][C:2]1[CH:7]=[CH:6][CH:5]=[CH:4][C:3]=1[C:8]1[O:9][C:10]2[C:11]([N:16]=1)=[N+:12]([O-:17])[CH:13]=[CH:14][CH:15]=2. Reported procedure: A solution of 1 g. of 2-(2-fluorophenyl)oxazolo[4,5-b]pyridine (from Example 6) in 10 ml. of acetic acid was treated with 2 ml. of 30% hydrogen peroxide and heated on the steam bath for 16 hours. After cooling the mixture was diluted with ice-water. The precipitate was collected and recrystallized from dioxane-ether to give 2-(2-fluorophenyl)oxazolo[4,5-b]pyridine-4-oxide, m.p. 214°-216° C. Reactants: C1CCOC1, CN(C)c1ccncc1, Nc1ccc(-c2cn3c(n2)sc2cc(OCCN4CCOCC4)ccc23)cc1, O=C(Nc1cc(C(CO)(CO)CO)on1)Oc1ccccc1. Product: O=C(Nc1ccc(-c2cn3c(n2)sc2cc(OCCN4CCOCC4)ccc23)cc1)Nc1cc(C(CO)(CO)CO)on1. Reaction SMILES: [CH2:60]1[O:61][CH2:62][CH2:63][CH2:64]1.[CH3:51][N:52]([CH3:53])[c:54]1[cH:55][cH:56][n:57][cH:58][cH:59]1.[O:23]1[CH2:24][CH2:25][N:26]([CH2:29][CH2:30][O:31][c:32]2[cH:33][c:34]3[c:35]([n:36]4[c:37]([s:38]3)[n:39][c:40](-[c:42]3[cH:43][cH:44][c:45]([NH2:48])[cH:46][cH:47]3)[cH:41]4)[cH:49][cH:50]2)[CH2:27][CH2:28]1.[OH:1][CH2:2][C:3]([CH2:4][OH:5])([CH2:6][OH:7])[c:8]1[cH:9][c:10]([NH:13][C:14]([O:15][c:16]2[cH:17][cH:18][cH:19][cH:20][cH:21]2)=[O:22])[n:11][o:12]1>>[OH:1][CH2:2][C:3]([CH2:4][OH:5])([CH2:6][OH:7])[c:8]1[cH:9][c:10]([NH:13][C:14](=[O:22])[NH:48][c:45]2[cH:44][cH:43][c:42](-[c:40]3[n:39][c:37]4[n:36]([c:35]5[c:34]([cH:33][c:32]([O:31][CH2:30][CH2:29][N:26]6[CH2:25][CH2:24][O:23][CH2:28][CH2:27]6)[cH:50][cH:49]5)[s:38]4)[cH:41]3)[cH:47][cH:46]2)[n:11][o:12]1. The reactants are FC(C(=O)O)(F)F.FC(C(=O)O)(F)F.FC(C(=O)O)(F)F.ClC=1C=NC=2NC=3C=NC=C(CCC4=C(C=CC(NC1N2)=C4)OCCC4CCNCC4)C3 (6-chloro-12-(2-piperidin-4-ylethoxy)-2,4,8,18,22-pentaazatetracyclo[14.3.1.1(3,7).1(9,13)]docosa-1(20),3(22),4,6,9(21),10,12,16,18-nonaene tris(trifluoroacetate)), ClC1=C(C(=O)Cl)C=CC=N1 (2-chloronicotinoyl chloride). The product is FC(C(=O)O)(F)F.FC(C(=O)O)(F)F.FC(C(=O)O)(F)F.ClC=1C=NC=2NC=3C=NC=C(CCC4=C(C=CC(NC1N2)=C4)OCCC4CCN(CC4)C(=O)C=4C(=NC=CC4)Cl)C3 (6-Chloro-12-(2-{1-[(2-chloropyridin-3-yl)carbonyl]piperidin-4-yl}ethoxy)-2,4,8,18,22-pentaazatetracyclo[14.3.1.1(3,7).1(9,13)]docosa-1(20),3(22),4,6,9(21),10,12,16,18-nonaene tris(trifluoroacetate)). Yield: 30.0%. RXN SMILES: [F:1][C:2]([F:7])([F:6])[C:3]([OH:5])=[O:4].[F:8][C:9]([F:14])([F:13])[C:10]([OH:12])=[O:11].[F:15][C:16]([F:21])([F:20])[C:17]([OH:19])=[O:18].[Cl:22][C:23]1[CH:24]=[N:25][C:26]2[NH:27][C:28]3[CH:29]=[N:30][CH:31]=[C:32]([CH:53]=3)[CH2:33][CH2:34][C:35]3[CH:43]=[C:39]([NH:40][C:41]=1[N:42]=2)[CH:38]=[CH:37][C:36]=3[O:44][CH2:45][CH2:46][CH:47]1[CH2:52][CH2:51][NH:50][CH2:49][CH2:48]1.[Cl:54][C:55]1[N:63]=[CH:62][CH:61]=[CH:60][C:56]=1[C:57](Cl)=[O:58]>>[F:1][C:2]([F:7])([F:6])[C:3]([OH:5])=[O:4].[F:8][C:9]([F:14])([F:13])[C:10]([OH:12])=[O:11].[F:15][C:16]([F:21])([F:20])[C:17]([OH:19])=[O:18].[Cl:22][C:23]1[CH:24]=[N:25][C:26]2[NH:27][C:28]3[CH:29]=[N:30][CH:31]=[C:32]([CH:53]=3)[CH2:33][CH2:34][C:35]3[CH:43]=[C:39]([NH:40][C:41]=1[N:42]=2)[CH:38]=[CH:37][C:36]=3[O:44][CH2:45][CH2:46][CH:47]1[CH2:48][CH2:49][N:50]([C:57]([C:56]2[C:55]([Cl:54])=[N:63][CH:62]=[CH:61][CH:60]=2)=[O:58])[CH2:51][CH2:52]1 |f:0.1.2.3,5.6.7.8|. Procedure details: The desired compound was prepared according to the procedure of Example D94 using 6-chloro-12-(2-piperidin-4-ylethoxy)-2,4,8,18,22-pentaazatetracyclo[14.3.1.1(3,7).1(9,13)]docosa-1(20),3(22),4,6,9(21),10,12,16,18-nonaene tris(trifluoroacetate) and 2-chloronicotinoyl chloride as the starting materials in 30% yield. LCMS for C30H30Cl2N7O2 (M+H)+: m/z=590.0, 592.0. Starting materials: CCOc1ccccc1C=O, CCO, CCOC(=O)CN=[N+]=[N-], [Na]. Product: CCOC(=O)C(=Cc1ccccc1OCC)N=[N+]=[N-]. As a reaction SMILES: [CH2:2]([CH3:3])[O:4][c:5]1[c:6]([CH:7]=[O:8])[cH:9][cH:10][cH:11][cH:12]1.[CH3:22][CH2:23][OH:24].[N:13](=[N+:14]=[N-:15])[CH2:16][C:17](=[O:18])[O:19][CH2:20][CH3:21].[Na:1]>>[CH2:2]([CH3:3])[O:4][c:5]1[c:6]([CH:7]=[C:16]([N:13]=[N+:14]=[N-:15])[C:17](=[O:18])[O:19][CH2:20][CH3:21])[cH:9][cH:10][cH:11][cH:12]1.